The task is: describe an organic reaction: reactants, conditions, products, and yield. This data is from the Open Reaction Database (ORD), a public repository of structured organic reaction records. Starting materials: Cc1ccccc1, ClCCl, CC(C)(C)OC(=O)c1ccc(-c2cc(F)ccc2F)nc1, O=C(O)C(F)(F)F. Product: O=C(O)c1ccc(-c2cc(F)ccc2F)nc1. Reaction SMILES: [CH3:29][c:30]1[cH:31][cH:32][cH:33][cH:34][cH:35]1.[Cl:36][CH2:37][Cl:38].[F:1][c:2]1[c:3](-[c:9]2[n:10][cH:11][c:12]([C:13](=[O:14])[O:15][C:16]([CH3:17])([CH3:18])[CH3:19])[cH:20][cH:21]2)[cH:4][c:5]([F:8])[cH:6][cH:7]1.[F:22][C:23]([F:24])([F:25])[C:26]([OH:27])=[O:28]>>[F:1][c:2]1[c:3](-[c:9]2[n:10][cH:11][c:12]([C:13](=[O:14])[OH:15])[cH:20][cH:21]2)[cH:4][c:5]([F:8])[cH:6][cH:7]1.